Dataset: the Open Reaction Database (ORD), a public repository of structured organic reaction records. Task: describe an organic reaction: reactants, conditions, products, and yield Reactants: Brc1ccc2c(-c3ccccc3)c3ccccc3c(-c3ccccc3)c2c1, CC(C)(C)P(C(C)(C)C)C(C)(C)C, CC(C)(C)[O-], Cc1ccccc1, [Na+], c1ccc(-n2c3ccccc3c3cc(Nc4cccc5ccccc45)ccc32)cc1. The product is c1ccc(-c2c3ccccc3c(-c3ccccc3)c3cc(N(c4ccc5c(c4)c4ccccc4n5-c4ccccc4)c4cccc5ccccc45)ccc23)cc1. As a reaction SMILES: [Br:1][c:2]1[cH:3][c:4]2[c:5](-[c:22]3[cH:23][cH:24][cH:25][cH:26][cH:27]3)[c:6]3[cH:7][cH:8][cH:9][cH:10][c:11]3[c:12](-[c:16]3[cH:17][cH:18][cH:19][cH:20][cH:21]3)[c:13]2[cH:14][cH:15]1.[C:64]([P:65]([C:66]([CH3:67])([CH3:68])[CH3:69])[C:70]([CH3:71])([CH3:72])[CH3:73])([CH3:74])([CH3:75])[CH3:76].[CH3:58][C:59]([CH3:60])([O-:61])[CH3:62].[CH3:77][c:78]1[cH:79][cH:80][cH:81][cH:82][cH:83]1.[Na+:63].[c:28]1([NH:38][c:39]2[cH:40][cH:41][c:42]3[n:43](-[c:52]4[cH:53][cH:54][cH:55][cH:56][cH:57]4)[c:44]4[cH:45][cH:46][cH:47][cH:48][c:49]4[c:50]3[cH:51]2)[cH:29][cH:30][cH:31][c:32]2[cH:33][cH:34][cH:35][cH:36][c:37]12>>[c:2]1([N:38]([c:28]2[cH:29][cH:30][cH:31][c:32]3[cH:33][cH:34][cH:35][cH:36][c:37]23)[c:39]2[cH:40][cH:41][c:42]3[n:43](-[c:52]4[cH:53][cH:54][cH:55][cH:56][cH:57]4)[c:44]4[cH:45][cH:46][cH:47][cH:48][c:49]4[c:50]3[cH:51]2)[cH:3][c:4]2[c:5](-[c:22]3[cH:23][cH:24][cH:25][cH:26][cH:27]3)[c:6]3[cH:7][cH:8][cH:9][cH:10][c:11]3[c:12](-[c:16]3[cH:17][cH:18][cH:19][cH:20][cH:21]3)[c:13]2[cH:14][cH:15]1. Reactants: O[C@H]1C([C@@H](CCC1)NC1=NC(=NC=C1C#N)SC)(C)C (4-(((1R,3R)-3-hydroxy-2,2-dimethylcyclohexyl)amino)-2-(methylthio)pyrimidine-5-carbonitrile), Cl.NCCC1C(NC2=CC(=CC=C12)F)=O (3-(2-aminoethyl)-6-fluoroindolin-2-one hydrochloride), CCN(C(C)C)C(C)C (DIEA). Solvent: CC(=O)N(C)C (DMA). Conditions: temperature 90 celsius, time 1 hour. Yields the product FC1=CC=C2C(C(NC2=C1)=O)CCNC1=NC=C(C(=N1)N[C@H]1C([C@@H](CCC1)O)(C)C)C#N (2-((2-(6-Fluoro-2-oxoindolin-3-yl)ethyl)amino)-4-(((1R,3R)-3-hydroxy-2,2-dimethylcyclohexyl)amino)pyrimidine-5-carbonitrile). The yield is 26.4%. As a reaction SMILES: [OH:1][C@@H:2]1[CH2:7][CH2:6][CH2:5][C@@H:4]([NH:8][C:9]2[C:14]([C:15]#[N:16])=[CH:13][N:12]=[C:11](SC)[N:10]=2)[C:3]1([CH3:20])[CH3:19].Cl.[NH2:22][CH2:23][CH2:24][CH:25]1[C:33]2[C:28](=[CH:29][C:30]([F:34])=[CH:31][CH:32]=2)[NH:27][C:26]1=[O:35].CCN(C(C)C)C(C)C>CC(N(C)C)=O>[F:34][C:30]1[CH:29]=[C:28]2[C:33]([CH:25]([CH2:24][CH2:23][NH:22][C:11]3[N:10]=[C:9]([NH:8][C@@H:4]4[CH2:5][CH2:6][CH2:7][C@@H:2]([OH:1])[C:3]4([CH3:20])[CH3:19])[C:14]([C:15]#[N:16])=[CH:13][N:12]=3)[C:26](=[O:35])[NH:27]2)=[CH:32][CH:31]=1 |f:1.2|. Reported procedure: A mixture of 4-(((1R,3R)-3-hydroxy-2,2-dimethylcyclohexyl)amino)-2-(methylthio)pyrimidine-5-carbonitrile (92 mg, crude), 3-(2-aminoethyl)-6-fluoroindolin-2-one hydrochloride (95 mg, 0.41 mmol) and DIEA (122 mg, 0.94 mmol) in DMA (2 mL) was stirred at 90° C. for 1 h. The solvent was evaporated and the residue was purified by standard methods to afford the title compound (36.7 mg, 0.083 mmol, 29% yield for two steps). 1H NMR (400 MHz, CD3OD) δ (ppm) 8.05 (s, 1H), 7.34-7.29 (m, 1H), 6.79-6.69 (m, 1... Starting materials: COC(CCCCC(=O)O)=O (adipic acid monomethyl ester), S(=O)(Cl)Cl (thionyl chloride), Br (hydrobromic acid), BrN1C(CCC1=O)=O (N-Bromosuccinimide). Run in C(Cl)(Cl)(Cl)Cl (carbon tetrachloride), C(Cl)(Cl)(Cl)Cl (carbon tetrachloride). Conditions: temperature 65 celsius, time 30 minute. The product is BrC(CCCC(=O)OC)C(=O)Cl (methyl 5-bromo-5-chloroformylpentanoate). Reaction SMILES: [CH3:1][O:2][C:3](=[O:11])[CH2:4][CH2:5][CH2:6][CH2:7][C:8](O)=[O:9].S(Cl)([Cl:14])=O.BrN1C(=O)CCC1=O.[BrH:24]>C(Cl)(Cl)(Cl)Cl>[Br:24][CH:7]([C:8]([Cl:14])=[O:9])[CH2:6][CH2:5][CH2:4][C:3]([O:2][CH3:1])=[O:11]. Procedure details: To a solution of adipic acid monomethyl ester (8.0 g) in carbon tetrachloride (5 ml) was added thionyl chloride (14.4 ml). The mixture was stirred at 65° C. for 30 minutes. N-Bromosuccinimide (10.7 g), carbon tetrachloride (25 ml) and 48; hydrobromic acid aqueous solution (0.5 ml) was added to the mixture. The mixture was refluxed for 1.5 hours, cooled at room temperature and filtered off. The filtrate was evaporated and distillated at reduced pressure to give methyl 5-bromo-5-chloroformylpentan... Reactants: CCN(CC)S(F)(F)F, Cc1c(-c2cccc(CO)c2)c(F)c2oc(C3CC3)nc2c1C#N, ClCCl, [Na+], O=C([O-])O. The product is Cc1c(-c2cccc(CF)c2)c(F)c2oc(C3CC3)nc2c1C#N. RXN SMILES: [CH2:1]([N:2]([S:3]([F:4])([F:5])[F:7])[CH2:6][CH3:8])[CH3:9].[CH:10]1([c:13]2[o:14][c:15]3[c:16]([n:17]2)[c:18]([C:32]#[N:33])[c:19]([CH3:31])[c:20](-[c:23]2[cH:24][c:25]([CH2:29][OH:30])[cH:26][cH:27][cH:28]2)[c:21]3[F:22])[CH2:11][CH2:12]1.[Cl:39][CH2:40][Cl:41].[Na+:34].[OH:35][C:36](=[O:37])[O-:38]>>[F:7][CH2:29][c:25]1[cH:24][c:23](-[c:20]2[c:19]([CH3:31])[c:18]([C:32]#[N:33])[c:16]3[c:15]([o:14][c:13]([CH:10]4[CH2:11][CH2:12]4)[n:17]3)[c:21]2[F:22])[cH:28][cH:27][cH:26]1. The reactants are [Li]CCCC, CCCN=Cc1sccc1C, Cc1ccccc1NC(=O)C(C)(C)C, CCCCCC, C1CCOC1, O. Yields the product CCCNC(Cc1ccccc1NC(=O)C(C)(C)C)c1sccc1C. RXN SMILES: [CH2:20]([Li:21])[CH2:22][CH2:23][CH3:24].[CH2:25]([CH2:26][CH3:27])[N:28]=[CH:29][c:30]1[s:31][cH:32][cH:33][c:34]1[CH3:35].[CH3:1][c:2]1[c:3]([NH:8][C:9]([C:10]([CH3:11])([CH3:12])[CH3:13])=[O:14])[cH:4][cH:5][cH:6][cH:7]1.[CH3:36][CH2:37][CH2:38][CH2:39][CH2:40][CH3:41].[O:15]1[CH2:16][CH2:17][CH2:18][CH2:19]1.[OH2:42]>>[CH2:1]([c:2]1[c:3]([NH:8][C:9]([C:10]([CH3:11])([CH3:12])[CH3:13])=[O:14])[cH:4][cH:5][cH:6][cH:7]1)[CH:29]([NH:28][CH2:25][CH2:26][CH3:27])[c:30]1[s:31][cH:32][cH:33][c:34]1[CH3:35]. Run in O (water), O1CCCC1 (tetrahydrofuran), O1CCCC1 (tetrahydrofuran), O1CCCC1 (tetrahydrofuran). RXN SMILES: C(NC(C)C)(C)C.C([Li])CCC.[CH3:13][C:14]1[CH:15]=[N:16][CH:17]=[CH:18][CH:19]=1.[CH2:20]([S:24][C:25]1[CH:30]=[CH:29][CH:28]=[CH:27][CH:26]=1)[CH:21]1[O:23][CH2:22]1>O1CCCC1.O>[C:25]1([S:24][CH2:20][CH:21]([OH:23])[CH2:22][CH2:13][C:14]2[CH:15]=[N:16][CH:17]=[CH:18][CH:19]=2)[CH:30]=[CH:29][CH:28]=[CH:27][CH:26]=1. Reaction conditions: time 30 minute. Procedure: Under argon gas, a solution of diisopropylamine (0.835 g, 8.25 mmol) in tetrahydrofuran (5 mL) was added dropwise to n-butyllithium (1.53 M in hexane, 4.9 mL, 7.5 mmol) at 5° C. and the mixture was stirred for 30 minutes. To this was further added a solution of 3-methylpyridine (1.40 g, 15 mmol) in tetrahydrofuran (5 mL) dropwise at 5° C., and the mixture was stirred for 30 minutes. Then, a solution of phenyl glycidyl thioether (0.83 g, 5 mmol) in tetrahydrofuran (5 mL) was added at 5° C. and th... The product is C1(=CC=CC=C1)SCC(CCC=1C=NC=CC1)O (1-(phenylsulfanyl)-4-pyridin-3-ylbutan-2-ol). Reactants: C(C)(C)NC(C)C (diisopropylamine), C(CCC)[Li] (n-butyllithium), CC=1C=NC=CC1 (3-methylpyridine), C(C1CO1)SC1=CC=CC=C1 (phenyl glycidyl thioether). Isolated yield 40.2%. Reactants: aqueous solution, S(=S)(=O)([O-])[O-].[Na+].[Na+] (sodium thiosulfate), CN(C=CC(=O)C1=C(C=C(C=C1OC)OC)O)C (3-(dimethylamino)-4',6'-dimethoxy-2'-hydroxyacrylophenone), CO (methyl alcohol), II (iodine), II (iodine). Solvent: C(Cl)Cl (methylene chloride). Reaction conditions: temperature 80 celsius, time 15 minute. Product: COC1=C2C(C(=COC2=CC(=C1)OC)I)=O (5,7-dimethoxy-3-iodochromone). The yield is 51.6%. As a reaction SMILES: CN(C)[CH:3]=[CH:4][C:5]([C:7]1[C:12]([O:13][CH3:14])=[CH:11][C:10]([O:15][CH3:16])=[CH:9][C:8]=1[OH:17])=[O:6].CO.[I:21]I.S([O-])([O-])(=O)=S.[Na+].[Na+]>C(Cl)Cl>[CH3:14][O:13][C:12]1[CH:11]=[C:10]([O:15][CH3:16])[CH:9]=[C:8]2[C:7]=1[C:5](=[O:6])[C:4]([I:21])=[CH:3][O:17]2 |f:3.4.5|. Procedure: To an eggplant type flask (500 ml), 3-dimethylamino-4',6'-dimethoxy-2'-hydroxyacrylophenone (5.026 g) prepared in Example 15 and methyl alcohol (200 ml) were added. The mixture was dissolvedby heating at 80° C. for 10 minutes with stirring. After the solution was cooled, iodine (10.152 g) was slowly added. After 15 minutes, the disappearance of the starting material was confirmed by thin layer chromatography. To the reaction mixture, methylene chloride (700 ml) and then 5% aqueous solution of so...